Dataset: the Open Reaction Database (ORD), a public repository of structured organic reaction records. Task: describe an organic reaction: reactants, conditions, products, and yield Reactants: ClC1=NC=NC2=CC(=C(C=C12)OC)OCCCN1CCN(CC1)C (4-chloro-6-methoxy-7-(3-(4-methylpiperazin-1-yl)propoxy)quinazoline), COC1=CC=C(C=C1)C1=NNC(C1)=O (3-(4-methoxyphenyl)-4,5-dihydro-1H-pyrazol-5-one). The product is COC1=CC=C(C=C1)C1=CC(=NN1)OC1=NC=NC2=CC(=C(C=C12)OC)OCCCN1CCN(CC1)C (4-(5-(4-methoxyphenyl)pyrazol-3-yloxy)-6-methoxy-7-(3-(4-methylpiperazin-1-yl)propoxy)quinazoline). The yield is 0.0%. Reaction SMILES: Cl[C:2]1[C:11]2[C:6](=[CH:7][C:8]([O:14][CH2:15][CH2:16][CH2:17][N:18]3[CH2:23][CH2:22][N:21]([CH3:24])[CH2:20][CH2:19]3)=[C:9]([O:12][CH3:13])[CH:10]=2)[N:5]=[CH:4][N:3]=1.[CH3:25][O:26][C:27]1[CH:32]=[CH:31][C:30]([C:33]2[CH2:37][C:36](=[O:38])[NH:35][N:34]=2)=[CH:29][CH:28]=1>>[CH3:25][O:26][C:27]1[CH:28]=[CH:29][C:30]([C:33]2[NH:34][N:35]=[C:36]([O:38][C:2]3[C:11]4[C:6](=[CH:7][C:8]([O:14][CH2:15][CH2:16][CH2:17][N:18]5[CH2:23][CH2:22][N:21]([CH3:24])[CH2:20][CH2:19]5)=[C:9]([O:12][CH3:13])[CH:10]=4)[N:5]=[CH:4][N:3]=3)[CH:37]=2)=[CH:31][CH:32]=1. Procedure details: Using a procedure analogous to that described in Example 14, 4-chloro-6-methoxy-7-(3-(4-methylpiperazin-1-yl)propoxy)quinazoline (350 mg, 1 mol), (prepared as described for the starting material in Example 14), was reacted with 3-(4-methoxyphenyl)-4,5-dihydro-1H-pyrazol-5-one (380 mg, 2 mol), (prepared as described for the starting material in Example 10), to give 4-(5-(4-methoxyphenyl)pyrazol-3-yloxy)-6-methoxy-7-(3-(4-methylpiperazin-1-yl)propoxy)quinazoline (215 mg, 43%).